From a dataset of the Open Reaction Database (ORD), a public repository of structured organic reaction records. describe an organic reaction: reactants, conditions, products, and yield Starting materials: O=C1CC(c2ccccc2OCc2ccccc2)=Nc2ccc(N3CCOCC3)cc21, CO. Product: O=C1CC(c2ccccc2O)=Nc2ccc(N3CCOCC3)cc21. Reaction SMILES: [CH2:1]([c:2]1[cH:3][cH:4][cH:5][cH:6][cH:7]1)[O:8][c:9]1[c:10]([C:15]2=[N:16][c:17]3[cH:18][cH:19][c:20]([N:26]4[CH2:27][CH2:28][O:29][CH2:30][CH2:31]4)[cH:21][c:22]3[C:23](=[O:25])[CH2:24]2)[cH:11][cH:12][cH:13][cH:14]1.[CH3:32][OH:33]>>[OH:8][c:9]1[c:10]([C:15]2=[N:16][c:17]3[cH:18][cH:19][c:20]([N:26]4[CH2:27][CH2:28][O:29][CH2:30][CH2:31]4)[cH:21][c:22]3[C:23](=[O:25])[CH2:24]2)[cH:11][cH:12][cH:13][cH:14]1. The reactants are C(C)(C)(C)OC(NCC1CCN(CC1)C1=NC=C(C=C1NC(C1=CC(=CC=C1)Cl)=O)S(=O)(=O)C)=O ([3′-(3-chloro-benzoylamino)-5′-methanesulfonyl-3,4,5,6-tetrahydro-2H-[1,2′]bipyridinyl-4-ylmethyl]-carbamic acid tert-butyl ester). Reaction conditions: time 3.5 hour. Reported procedure: A solution of 0.612 g (1.17 mmol) of [3′-(3-chloro-benzoylamino)-5′-methanesulfonyl-3,4,5,6-tetrahydro-2H-[1,2′]bipyridinyl-4-ylmethyl]-carbamic acid tert-butyl ester in a mixture of methylene chloride (2 mL) and trifluoroacetic acid (2 mL) is stirred for 3.5 hours in a capped flask. The reaction mixture is concentrated under reduced pressure, diluted with water, and washed with diethyl ether. The pH of the aqueous phase is adjusted to alkaline with an aqueous solution of sodium carbonate and ex... The solvent is C(Cl)Cl (methylene chloride), FC(C(=O)O)(F)F (trifluoroacetic acid). Isolated yield 85.3%. Reaction SMILES: C(OC(=O)[NH:7][CH2:8][CH:9]1[CH2:14][CH2:13][N:12]([C:15]2[C:20]([NH:21][C:22](=[O:30])[C:23]3[CH:28]=[CH:27][CH:26]=[C:25]([Cl:29])[CH:24]=3)=[CH:19][C:18]([S:31]([CH3:34])(=[O:33])=[O:32])=[CH:17][N:16]=2)[CH2:11][CH2:10]1)(C)(C)C>C(Cl)Cl.FC(F)(F)C(O)=O>[NH2:7][CH2:8][CH:9]1[CH2:10][CH2:11][N:12]([C:15]2[C:20]([NH:21][C:22](=[O:30])[C:23]3[CH:28]=[CH:27][CH:26]=[C:25]([Cl:29])[CH:24]=3)=[CH:19][C:18]([S:31]([CH3:34])(=[O:32])=[O:33])=[CH:17][N:16]=2)[CH2:13][CH2:14]1. Yields the product NCC1CCN(CC1)C1=NC=C(C=C1NC(C1=CC(=CC=C1)Cl)=O)S(=O)(=O)C (N-(4-aminomethyl-5′-methanesulfonyl-3,4,5,6-tetrahydro-2H-[1,2′]bipyridinyl-3′-yl)-3-chloro-benzamide).